From a dataset of the Open Reaction Database (ORD), a public repository of structured organic reaction records. describe an organic reaction: reactants, conditions, products, and yield Reactants: FC1=CC=C(C=C1)N1C(=NC(=C1)CO)C ([1-(4-Fluoro-phenyl)-2-methyl-1H-imidazol-4-yl]-methanol). Reagents/catalysts: [O-2].[Mn+4].[O-2] (Manganese (IV) oxide). The solvent is C(Cl)Cl (methylene chloride). Reaction conditions: time 3 day. Product: desired compound, FC1=CC=C(C=C1)N1C(=NC(=C1)C=O)C ((4-fluoro-phenyl)-2-methyl-1H-imidazole-4-carbaldehyde). Reaction SMILES: [F:1][C:2]1[CH:7]=[CH:6][C:5]([N:8]2[CH:12]=[C:11]([CH2:13][OH:14])[N:10]=[C:9]2[CH3:15])=[CH:4][CH:3]=1>C(Cl)Cl.[O-2].[Mn+4].[O-2]>[F:1][C:2]1[CH:3]=[CH:4][C:5]([N:8]2[CH:12]=[C:11]([CH:13]=[O:14])[N:10]=[C:9]2[CH3:15])=[CH:6][CH:7]=1 |f:2.3.4|. Procedure: [1-(4-Fluoro-phenyl)-2-methyl-1H-imidazol-4-yl]-methanol is dissolved in methylene chloride. Manganese (IV) oxide is added and the reaction mixture is stirred at room temperature for 3 days. The suspension is filtered through a dicalite speed plus pad and the desired compound (4-fluoro-phenyl)-2-methyl-1H-imidazole-4-carbaldehyde is obtained. The reactants are ClC=1C(=C(C(=O)O)C=CC1)C (3-chloro-2-methylbenzoic acid), NC1CN2CCC1CC2 ((RS)-3-amino-1-azabicyclo[2.2.2]octane), N[C@@H]1CN2CCC1CC2 ((S)-3-amino-1-azabicyclo[2.2.2]octane). The product is N12C[C@H](C(CC1)CC2)NC(C2=C(C(=CC=C2)Cl)C)=O ((S)-N-(1-azabicyclo[2.2.2]oct-3-yl)-3-chloro-2-methylbenzamide). RXN SMILES: [Cl:1][C:2]1[C:3]([CH3:11])=[C:4]([CH:8]=[CH:9][CH:10]=1)[C:5]([OH:7])=O.[NH2:12][CH:13]1[CH:18]2[CH2:19][CH2:20][N:15]([CH2:16][CH2:17]2)[CH2:14]1.N[C@H]1C2CCN(CC2)C1>>[N:15]12[CH2:20][CH2:19][CH:18]([CH2:17][CH2:16]1)[C@H:13]([NH:12][C:5](=[O:7])[C:4]1[CH:8]=[CH:9][CH:10]=[C:2]([Cl:1])[C:3]=1[CH3:11])[CH2:14]2. Procedure details: Proceeding as in Example 1, Method A, but replacing 2,3-dimethylbenzoic acid with 3-chloro-2-methylbenzoic acid and (RS)-3-amino-1-azabicyclo[2.2.2]octane with (S)-3-amino-1-azabicyclo[2.2.2]octane gave (S)-N-(1-azabicyclo[2.2.2]oct-3-yl)-3-chloro-2-methylbenzamide.